From a dataset of the Open Reaction Database (ORD), a public repository of structured organic reaction records. describe an organic reaction: reactants, conditions, products, and yield Reactants: Nα-isobutyl-Nα-(4-nitrobenzenesulfonyl)-Nε-[N′α-(4-methoxyphenylacetyl)-L-phenylalanyl]-L-lysine, Cl.C(C(C)C)N([C@@H](CCCCN)C(=O)O)S(=O)(=O)C1=CC=C(C=C1)[N+](=O)[O-] (Nα-isobutyl-Nα-(4-nitrobenzenesulfonyl)-L-lysine hydrochloride), COC1=CC=C(C=C1)CC(=O)N[C@@H](CC1=CC=CC=C1)C(=O)O (Nα-(4-methoxyphenylacetyl)-L-phenylalanine). Product: CC(C)CN([C@@H](CCCCNC(=O)[C@H](CC1=CC=CC=C1)NC(=O)CC2=CC=C(C=C2)OC)C(=O)O)S(=O)(=O)C3=CC=C(C=C3)N (Nα-(4-aminobenzenesulfonyl)-Nα-isobutyl-Nε-[N′α-(4-methoxyphenylacetyl)-L-phenylalanyl]-L-lysine), desired material. Isolated yield 4.0%. RXN SMILES: Cl.[CH2:2]([N:6]([S:16]([C:19]1[CH:24]=[CH:23][C:22]([N+:25]([O-])=O)=[CH:21][CH:20]=1)(=[O:18])=[O:17])[C@H:7]([C:13]([OH:15])=[O:14])[CH2:8][CH2:9][CH2:10][CH2:11][NH2:12])[CH:3]([CH3:5])[CH3:4].[CH3:28][O:29][C:30]1[CH:35]=[CH:34][C:33]([CH2:36][C:37]([NH:39][C@H:40]([C:48](O)=[O:49])[CH2:41][C:42]2[CH:47]=[CH:46][CH:45]=[CH:44][CH:43]=2)=[O:38])=[CH:32][CH:31]=1>>[CH3:4][CH:3]([CH2:2][N:6]([S:16]([C:19]1[CH:24]=[CH:23][C:22]([NH2:25])=[CH:21][CH:20]=1)(=[O:18])=[O:17])[C@H:7]([C:13]([OH:15])=[O:14])[CH2:8][CH2:9][CH2:10][CH2:11][NH:12][C:48]([C@@H:40]([NH:39][C:37]([CH2:36][C:33]1[CH:34]=[CH:35][C:30]([O:29][CH3:28])=[CH:31][CH:32]=1)=[O:38])[CH2:41][C:42]1[CH:43]=[CH:44][CH:45]=[CH:46][CH:47]=1)=[O:49])[CH3:5] |f:0.1|. Reported procedure: The title compound was prepared from Nα-isobutyl-Nα-(4-nitrobenzenesulfonyl)-L-lysine hydrochloride (200 mg, 0.45 mmol, example 5, step C) as described in general procedure Bc using Nα-(4-methoxyphenylacetyl)-L-phenylalanine (example 132, step A). The final product, Nα-isobutyl-Nα-(4-nitrobenzenesulfonyl)-Nε-[N′α-(4-methoxyphenylacetyl)-L-phenylalanyl]-L-lysine was subsequently hydrogenolysed following the indications of general procedure E. Purification by HPLC gave the desired material (7 mg, ... The product is C(C)N(C(=O)N[C@@H]1CN([C@@H]2CC3=CNC4=CC(=CC([C@H]2C1)=C34)I)C)CC (1,1-diethyl-3-(13-iodo-6-methyl-8α-ergolinyl)urea). Procedure: With N-iodosuccinimide and 3-(12-bromo-1-tert-butyldimethylsilyl-2,3-dihydro-6-methyl-8α-ergolinyl)-1,1diethylurea: As a reaction SMILES: [I:1]N1C(=O)CCC1=O.Br[C:10]1[C:24]2=[C:25]3[C:13]([N:14]([Si](C(C)(C)C)(C)C)[CH2:15][CH:16]3[CH2:17][C@@H:18]3[C@@H:23]2[CH2:22][C@H:21]([NH:26][C:27](=[O:33])[N:28]([CH2:31][CH3:32])[CH2:29][CH3:30])[CH2:20][N:19]3[CH3:34])=[CH:12][CH:11]=1>>[CH2:29]([N:28]([CH2:31][CH3:32])[C:27]([NH:26][C@H:21]1[CH2:22][C@H:23]2[C@@H:18]([CH2:17][C:16]3[C:25]4[C:13](=[CH:12][C:11]([I:1])=[CH:10][C:24]2=4)[NH:14][CH:15]=3)[N:19]([CH3:34])[CH2:20]1)=[O:33])[CH3:30]. The reactants are IN1C(CCC1=O)=O (N-iodosuccinimide), BrC1=CC=C2N(CC3C[C@H]4N(C[C@H](C[C@@H]4C1=C32)NC(N(CC)CC)=O)C)[Si](C)(C)C(C)(C)C (3-(12-bromo-1-tert-butyldimethylsilyl-2,3-dihydro-6-methyl-8α-ergolinyl)-1,1diethylurea). Starting materials: CCN1CCN(c2ccc(C#N)cn2)CC1, CO, CCOC(C)=O, [H][H], N. Product: CCN1CCN(c2ccc(CN)cn2)CC1. As a reaction SMILES: [CH2:1]([CH3:2])[N:3]1[CH2:4][CH2:5][N:6]([c:9]2[n:10][cH:11][c:12]([C:13]#[N:14])[cH:15][cH:16]2)[CH2:7][CH2:8]1.[CH3:19][OH:20].[CH3:21][CH2:22][O:23][C:24](=[O:25])[CH3:26].[H:17][H:18].[NH3:27]>>[CH2:1]([CH3:2])[N:3]1[CH2:4][CH2:5][N:6]([c:9]2[n:10][cH:11][c:12]([CH2:13][NH2:14])[cH:15][cH:16]2)[CH2:7][CH2:8]1. The reactants are Nc1ccccc1Oc1ccc(-c2nnnn2Cc2ccccc2)c(-c2nnnn2Cc2ccccc2)c1, CC(C)=O, O=C(Cl)c1cccc([N+](=O)[O-])c1. Yields the product O=C(Nc1ccccc1Oc1ccc(-c2nnnn2Cc2ccccc2)c(-c2nnnn2Cc2ccccc2)c1)c1cccc([N+](=O)[O-])c1. As a reaction SMILES: [CH2:1]([c:2]1[cH:3][cH:4][cH:5][cH:6][cH:7]1)[n:8]1[n:9][n:10][n:11][c:12]1-[c:13]1[cH:14][c:15]([O:16][c:17]2[c:18]([NH2:23])[cH:19][cH:20][cH:21][cH:22]2)[cH:24][cH:25][c:26]1-[c:27]1[n:28][n:29][n:30][n:31]1[CH2:32][c:33]1[cH:34][cH:35][cH:36][cH:37][cH:38]1.[CH3:51][C:52](=[O:53])[CH3:54].[N+:39](=[O:40])([O-:41])[c:42]1[cH:43][c:44]([C:45](=[O:46])[Cl:47])[cH:48][cH:49][cH:50]1>>[CH2:1]([c:2]1[cH:3][cH:4][cH:5][cH:6][cH:7]1)[n:8]1[n:9][n:10][n:11][c:12]1-[c:13]1[cH:14][c:15]([O:16][c:17]2[c:18]([NH:23][C:45]([c:44]3[cH:43][c:42]([N+:39](=[O:40])[O-:41])[cH:50][cH:49][cH:48]3)=[O:46])[cH:19][cH:20][cH:21][cH:22]2)[cH:24][cH:25][c:26]1-[c:27]1[n:28][n:29][n:30][n:31]1[CH2:32][c:33]1[cH:34][cH:35][cH:36][cH:37][cH:38]1. The reactants are CN, COCCOCCOc1cccc(C2CO2)c1, CO. The product is CNCC(O)c1cccc(OCCOCCOC)c1. RXN SMILES: [CH3:18][NH2:19].[CH3:1][O:2][CH2:3][CH2:4][O:5][CH2:6][CH2:7][O:8][c:9]1[cH:10][c:11]([CH:15]2[O:16][CH2:17]2)[cH:12][cH:13][cH:14]1.[CH3:20][OH:21]>>[CH3:1][O:2][CH2:3][CH2:4][O:5][CH2:6][CH2:7][O:8][c:9]1[cH:10][c:11]([CH:15]([OH:16])[CH2:17][NH:19][CH3:18])[cH:12][cH:13][cH:14]1. Reactants: CN(C)C=O, O=C(O)c1cc(F)c(Cl)c([N+](=O)[O-])c1Cl, O=S(Cl)Cl. Yields the product O=C(Cl)c1cc(F)c(Cl)c([N+](=O)[O-])c1Cl. As a reaction SMILES: [CH3:16][N:17]([CH3:18])[CH:19]=[O:20].[Cl:1][c:2]1[c:3]([C:4](=[O:5])[OH:6])[cH:7][c:8]([F:15])[c:9]([Cl:14])[c:10]1[N+:11](=[O:12])[O-:13].[S:21]([Cl:22])([Cl:23])=[O:24]>>[Cl:1][c:2]1[c:3]([C:4](=[O:5])[Cl:23])[cH:7][c:8]([F:15])[c:9]([Cl:14])[c:10]1[N+:11](=[O:12])[O-:13]. Reactants: C(C)(C)(C)OC(=O)N1CC(NCC1)C (3-Methyl-piperazine-1-carboxylic acid tert-butyl ester), BrC1=CC=C(C=C1)C(F)(F)F (1-Bromo-4-trifluoromethyl-benzene), sodium-tert butylate, C1(CCCCC1)P(C1=C(C=CC=C1)C1=CC=CC=C1)C1CCCCC1 (2-(dicyclohexylphosphino)biphenyl). Run in C1(=CC=CC=C1)C (toluene). Conditions: temperature 80 celsius, time 16 hour. Product: C(C)(C)(C)OC(=O)N1CC(N(CC1)C1=CC=C(C=C1)C(F)(F)F)C (rac-3-Methyl-4-(4-trifluoromethyl-phenyl)-piperazine-1-carboxylic acid tert-butyl ester). Yield: 31.0%. As a reaction SMILES: [C:1]([O:5][C:6]([N:8]1[CH2:13][CH2:12][NH:11][CH:10]([CH3:14])[CH2:9]1)=[O:7])([CH3:4])([CH3:3])[CH3:2].Br[C:16]1[CH:21]=[CH:20][C:19]([C:22]([F:25])([F:24])[F:23])=[CH:18][CH:17]=1.C1(P(C2CCCCC2)C2C=CC=CC=2C2C=CC=CC=2)CCCCC1>C1(C)C=CC=CC=1>[C:1]([O:5][C:6]([N:8]1[CH2:13][CH2:12][N:11]([C:16]2[CH:21]=[CH:20][C:19]([C:22]([F:25])([F:24])[F:23])=[CH:18][CH:17]=2)[CH:10]([CH3:14])[CH2:9]1)=[O:7])([CH3:4])([CH3:2])[CH3:3]. Procedure details: To a solution of 3-Methyl-piperazine-1-carboxylic acid tert-butyl ester (1.0 g, 5.3 mmol) and of 1-Bromo-4-trifluoromethyl-benzene (1.0 g, 4.4 mmol) in toluene (10 ml) were added sodium-tert butylate (0.6 g, 6.2 mmol), 2-(dicyclohexylphosphino)biphenyl (31 mg, 89 mmol), and tris(dibenzylideneacetone)dipalladium-chloroform complex (23 mg, 22 mmol). The reaction mixture was then stirred for 16 hours at 80° C. After allowing to cool to room temperature the reaction mixture was concentrated in vacuo...